This data is from the Open Reaction Database (ORD), a public repository of structured organic reaction records. The task is: describe an organic reaction: reactants, conditions, products, and yield Reactants: B(C=1C=CC(=CC1)C)(O)O (p-tolylboronic acid), BrC=1C=C(C=CC1)C(C(C)C)(O)C=1N=CN(C1)C(C1=CC=CC=C1)(C1=CC=CC=C1)C1=CC=CC=C1 (1-(3-bromophenyl)-2-methyl-1-(1-trityl-1H-imidazol-4-yl)-1-propanol). Product: CC(C(O)(C=1N=CN(C1)C(C1=CC=CC=C1)(C1=CC=CC=C1)C1=CC=CC=C1)C=1C=C(C=CC1)C1=CC=C(C=C1)C)C (2-methyl-1-(4′-methyl[1,1′-biphenyl]-3-yl)-1-(1-trityl-1H-imidazol-4-yl)-1-propanol). The yield is 72.3%. Reaction SMILES: B(O)(O)[C:2]1[CH:3]=[CH:4][C:5]([CH3:8])=[CH:6][CH:7]=1.Br[C:12]1[CH:13]=[C:14]([C:18]([C:23]2[N:24]=[CH:25][N:26]([C:28]([C:41]3[CH:46]=[CH:45][CH:44]=[CH:43][CH:42]=3)([C:35]3[CH:40]=[CH:39][CH:38]=[CH:37][CH:36]=3)[C:29]3[CH:34]=[CH:33][CH:32]=[CH:31][CH:30]=3)[CH:27]=2)([OH:22])[CH:19]([CH3:21])[CH3:20])[CH:15]=[CH:16][CH:17]=1>>[CH3:20][CH:19]([CH3:21])[C:18]([C:14]1[CH:13]=[C:12]([C:2]2[CH:7]=[CH:6][C:5]([CH3:8])=[CH:4][CH:3]=2)[CH:17]=[CH:16][CH:15]=1)([C:23]1[N:24]=[CH:25][N:26]([C:28]([C:41]2[CH:46]=[CH:45][CH:44]=[CH:43][CH:42]=2)([C:35]2[CH:40]=[CH:39][CH:38]=[CH:37][CH:36]=2)[C:29]2[CH:34]=[CH:33][CH:32]=[CH:31][CH:30]=2)[CH:27]=1)[OH:22]. Reported procedure: By the reaction in the same manner as in Example 1-(i) using p-tolylboronic acid (0.45 g) and 1-(3-bromophenyl)-2-methyl-1-(1-trityl-1H-imidazol-4-yl)-1-propanol (1.03 g), the title compound (0.76 g) was obtained as a colorless solid. The reactants are BrC1=CN=C(S1)C1(OC1)[C@@H]1CC[C@H](CC1)C(=O)OCC (ethyl trans-4-[2-(5-bromo-1,3-thiazol-2-yl)oxiran-2-yl]-cyclohexanecarboxylate), CCCC[N+](CCCC)(CCCC)CCCC.F.F.[F-] (tetra-N-butylammonium dihydrogentrifluoride). Run in O (water). Reaction conditions: temperature 120 celsius. The product is BrC1=CN=C(S1)C(CF)(O)[C@@H]1CC[C@H](CC1)C(=O)OCC (racemic ethyl trans-4-[1-(5-bromo-1,3-thiazol-2-yl)-2-fluoro-1-hydroxyethyl]cyclohexane-carboxylate). Reaction SMILES: [Br:1][C:2]1[S:6][C:5]([C:7]2([C@H:10]3[CH2:15][CH2:14][C@H:13]([C:16]([O:18][CH2:19][CH3:20])=[O:17])[CH2:12][CH2:11]3)[CH2:9][O:8]2)=[N:4][CH:3]=1.CCCC[N+](CCCC)(CCCC)CCCC.[FH:38].F.[F-]>O>[Br:1][C:2]1[S:6][C:5]([C:7]([C@H:10]2[CH2:15][CH2:14][C@H:13]([C:16]([O:18][CH2:19][CH3:20])=[O:17])[CH2:12][CH2:11]2)([OH:8])[CH2:9][F:38])=[N:4][CH:3]=1 |f:1.2.3.4|. Procedure: To a vial were added ethyl trans-4-[2-(5-bromo-1,3-thiazol-2-yl)oxiran-2-yl]-cyclohexanecarboxylate (101 mg, 0.28 mmol) and tetra-N-butylammonium dihydrogentrifluoride (422 mg, 1.34 mmol). The mixture was heated at 120° C. for 3 h 45 min. The mixture was diluted with water, and extracted with EtOAc. The organic phase was washed with water, brine, dried over sodium sulfate and concentrated to afford racemic ethyl trans-4-[1-(5-bromo-1,3-thiazol-2-yl)-2-fluoro-1-hydroxyethyl]cyclohexane-carboxylat...